The task is: describe an organic reaction: reactants, conditions, products, and yield. This data is from the Open Reaction Database (ORD), a public repository of structured organic reaction records. Reactants: N1C=CC2=CC=CC=C12 (1H-indole), [Cl-].C(C1=CC=CC=C1)=[N+](C)C (benzylidene-dimethyl-ammonium chloride), COC1=CC=C(CCl)C=C1 (4-methoxybenzyl chloride). The product is COC1=CC=C(CN2C=C(C3=CC=CC=C23)C(C2=CC=CC=C2)N(C)C)C=C1 ({[1-(4-Methoxybenzyl)-1H-indol-3-yl]-phenylmethyl}-dimethylamine). Reaction SMILES: [NH:1]1[C:9]2[C:4](=[CH:5][CH:6]=[CH:7][CH:8]=2)[CH:3]=[CH:2]1.[Cl-].[CH:11](=[N+:18]([CH3:20])[CH3:19])[C:12]1[CH:17]=[CH:16][CH:15]=[CH:14][CH:13]=1.[CH3:21][O:22][C:23]1[CH:30]=[CH:29][C:26]([CH2:27]Cl)=[CH:25][CH:24]=1>>[CH3:21][O:22][C:23]1[CH:30]=[CH:29][C:26]([CH2:27][N:1]2[C:9]3[C:4](=[CH:5][CH:6]=[CH:7][CH:8]=3)[C:3]([CH:11]([N:18]([CH3:20])[CH3:19])[C:12]3[CH:17]=[CH:16][CH:15]=[CH:14][CH:13]=3)=[CH:2]2)=[CH:25][CH:24]=1 |f:1.2|. Procedure details: The preparation was carried out in accordance with general synthesis instructions 4 and 5 from 1H-indole, benzylidene-dimethyl-ammonium chloride and 4-methoxybenzyl chloride The reactants are OC=1C=C(C=C(C1)O[C@H](COC)C)C(=O)NC1=NN(C=C1)C(=O)OC(C)(C)C (1,1-dimethylethyl 3-{[(3-hydroxy-5-{[(1S)-1-methyl-2-(methyloxy)ethyl]oxy}phenyl)carbonyl]amino}-1H-pyrazole-1-carboxylate), N1(CCC1)C(=O)C=1C=CC(=NC1)Cl (5-(azetidin-1-ylcarbonyl)-2-chloropyridine), C([O-])([O-])=O.[K+].[K+] (potassium carbonate). The solvent is C(C)#N (acetonitrile). Conditions: temperature 160 celsius. The product is N1(CCC1)C(=O)C=1C=CC(=NC1)OC=1C=C(C(=O)NC2=NNC=C2)C=C(C1)O[C@H](COC)C (3-{[5-(Azetidin-1-ylcarbonyl)pyridin-2-yl]oxy}-5-{[(1S)-1-methyl-2-(methyloxy)ethyl]oxy}-N-1H-pyrazol-3-ylbenzamide). The yield is 11.6%. As a reaction SMILES: [OH:1][C:2]1[CH:3]=[C:4]([C:14]([NH:16][C:17]2[CH:21]=[CH:20][N:19](C(OC(C)(C)C)=O)[N:18]=2)=[O:15])[CH:5]=[C:6]([O:8][C@@H:9]([CH3:13])[CH2:10][O:11][CH3:12])[CH:7]=1.[N:29]1([C:33]([C:35]2[CH:36]=[CH:37][C:38](Cl)=[N:39][CH:40]=2)=[O:34])[CH2:32][CH2:31][CH2:30]1.C(=O)([O-])[O-].[K+].[K+]>C(#N)C>[N:29]1([C:33]([C:35]2[CH:36]=[CH:37][C:38]([O:1][C:2]3[CH:3]=[C:4]([CH:5]=[C:6]([O:8][C@@H:9]([CH3:13])[CH2:10][O:11][CH3:12])[CH:7]=3)[C:14]([NH:16][C:17]3[CH:21]=[CH:20][NH:19][N:18]=3)=[O:15])=[N:39][CH:40]=2)=[O:34])[CH2:32][CH2:31][CH2:30]1 |f:2.3.4|. Procedure: A solution of 1,1-dimethylethyl 3-{[(3-hydroxy-5-{[(1S)-1-methyl-2-(methyloxy)ethyl]oxy}phenyl)carbonyl]amino}-1H-pyrazole-1-carboxylate (157 mg, 0.4 mmol) and 5-(azetidin-1-ylcarbonyl)-2-chloropyridine (95 mg, 0.48 mmol) in acetonitrile (2 mL), containing potassium carbonate (111 mg, 0.8 mmol), was heated in a microwave reactor at 160° C. for 6 hours. The reaction mixture was filtered and the filtrate evaporated to dryness under reduced pressure and purified by chromatography on silica, eluting... Reactants: [BH4-], O=C([O-])O, CO, CC(C)(C(=O)C(Cc1ccc(Cl)cc1Cl)n1cncn1)C1OCCO1, Cl, [Na+], [Na+]. Product: CC(C)(C1OCCO1)C(O)C(Cc1ccc(Cl)cc1Cl)n1cncn1. RXN SMILES: [BH4-:26].[C:29](=[O:30])([OH:31])[O-:32].[CH3:34][OH:35].[Cl:1][c:2]1[c:3]([CH2:9][CH:10]([C:11]([C:12]([CH3:13])([CH3:14])[CH:15]2[O:16][CH2:17][CH2:18][O:19]2)=[O:20])[n:21]2[n:22][cH:23][n:24][cH:25]2)[cH:4][cH:5][c:6]([Cl:8])[cH:7]1.[ClH:28].[Na+:27].[Na+:33]>>[Cl:1][c:2]1[c:3]([CH2:9][CH:10]([CH:11]([C:12]([CH3:13])([CH3:14])[CH:15]2[O:16][CH2:17][CH2:18][O:19]2)[OH:20])[n:21]2[n:22][cH:23][n:24][cH:25]2)[cH:4][cH:5][c:6]([Cl:8])[cH:7]1. Yields the product ClC=1C=C2C=C(N(C2=CC1)CCCS(=O)(=O)C)CN1N=C(C=2C1=CN=CC2)S(=O)(=O)C (1-({5-chloro-1-[3-(methylsulfonyl)propyl]-1H-indol-2-yl}methyl)-3-(methylsulfonyl)-1H-pyrazolo[3,4-c]pyridine). Yield: 2.8%. Conditions: time 8 hour. The solvent is C1CCOC1 (THF). RXN SMILES: CS(O[CH2:6][C:7]1[N:8]([CH2:17][CH2:18][CH2:19][S:20]([CH3:23])(=[O:22])=[O:21])[C:9]2[C:14]([CH:15]=1)=[CH:13][C:12]([Cl:16])=[CH:11][CH:10]=2)(=O)=O.[CH3:24][S:25]([C:28]1[C:36]2[C:31](=[CH:32][N:33]=[CH:34][CH:35]=2)[NH:30][N:29]=1)(=[O:27])=[O:26].C1C=CC(P(C2C=CC=CC=2)C2C=CC=CC=2)=CC=1.CC(OC(/N=N/C(OC(C)C)=O)=O)C>C1COCC1>[Cl:16][C:12]1[CH:13]=[C:14]2[C:9](=[CH:10][CH:11]=1)[N:8]([CH2:17][CH2:18][CH2:19][S:20]([CH3:23])(=[O:21])=[O:22])[C:7]([CH2:6][N:30]1[C:31]3=[CH:32][N:33]=[CH:34][CH:35]=[C:36]3[C:28]([S:25]([CH3:24])(=[O:26])=[O:27])=[N:29]1)=[CH:15]2. Starting materials: CS(=O)(=O)OCC=1N(C2=CC=C(C=C2C1)Cl)CCCS(=O)(=O)C ({5-chloro-1-[3-(methylsulfonyl)propyl]-1H-indol-2-yl}methyl methanesulfonate), CS(=O)(=O)C1=NNC2=CN=CC=C21 (3-methanesulfonyl-1H-pyrazolo[3,4-c]pyridine), C1=CC=C(C=C1)P(C2=CC=CC=C2)C3=CC=CC=C3 (PPh3), CC(C)OC(=O)/N=N/C(=O)OC(C)C (DIAD). Reported procedure: To a solution of {5-chloro-1-[3-(methylsulfonyl)propyl]-1H-indol-2-yl}methyl methanesulfonate (363 mg, 1.0 mmol), 3-methanesulfonyl-1H-pyrazolo[3,4-c]pyridine (197 mg, 1.0 mmol) and PPh3 (786 mg, 3.0 mmol) in 50 mL of THF was added DIAD (606 mg, 3.0 mmol) dropwise via an additional funnel in an ice-water bath under N2 protection. The mixture was then stirred at RT overnight and then concentrated in vacuo. The residue was purified by preparative-HPLC to give the title product (13.592 mg, yield: 1... Reactants: CNC (dimethylamine), C1(=CC=C(C=C1)C12C(CCC2C1)=O)C (1-p-tolyl-bicyclo[3.1.0]hexan-2-one), ClCCl (dichloromethane), C(C)(=O)O[BH-](OC(C)=O)OC(C)=O.[Na+] (sodium triacetoxyborohydride). The reagents and catalysts are Cl[Ti](Cl)(Cl)Cl (TiCl4). Reaction conditions: temperature 0 celsius, time 45 minute. Yields the product Cl.CN(C1C2(CC2CC1)C1=CC=C(C=C1)C)C (N,N-dimethyl-1-p-tolyl-bicyclo[3.1.0]hexan-2-amine hydrochloride). Yield: 42.0%. As a reaction SMILES: [C:1]1([CH3:14])[CH:6]=[CH:5][C:4]([C:7]23[CH2:12][CH:11]2[CH2:10][CH2:9][C:8]3=O)=[CH:3][CH:2]=1.[CH3:15][NH:16][CH3:17].C(O[BH-](OC(=O)C)OC(=O)C)(=O)C.[Na+].[Cl:32]CCl>Cl[Ti](Cl)(Cl)Cl>[ClH:32].[CH3:15][N:16]([CH3:17])[CH:8]1[CH2:9][CH2:10][CH:11]2[C:7]1([C:4]1[CH:5]=[CH:6][C:1]([CH3:14])=[CH:2][CH:3]=1)[CH2:12]2 |f:2.3,6.7|. Procedure details: A mixture of 1-p-tolyl-bicyclo[3.1.0]hexan-2-one (139 mg, 0.75 mmol) in dichloromethane (6 mL) was cooled to 0° C. and dimethylamine (2M solution in THF, 1.1 mL, 2.2 mmol) and TiCl4 (71 mg; 0.37 mmol) were added sequentially. After stirring at 0° C. for 45 min, the mixture was warmed to reflux and was stirred overnight. The reaction was then cooled to room temperature, and treated with sodium triacetoxyborohydride (226 mg, 1.06 mmol) at room temperature. The reaction mixture was stirred for 5 h,...